From a dataset of the Open Reaction Database (ORD), a public repository of structured organic reaction records. describe an organic reaction: reactants, conditions, products, and yield The reactants are C(C)O (ethanol), C(C)(=O)O (acetic acid), [Br-].[Br-].[Br-].[NH+]1=CC=CC=C1.[NH+]1=CC=CC=C1.[NH+]1=CC=CC=C1 (pyridinium tribromide), C(C)(=O)O (acetic acid), N1C=CC2=C(C=CC=C12)C=1C=C(C=CC1)CCN(C)C ({2-[3-(1H-indol-4-yl)-phenyl]-ethyl}-dimethyl-amine). Reagents/catalysts: [Zn] (zinc). Run in CC(C)(C)O (t-BuOH), O (Water). Reaction conditions: time 3 hour. Yields the product CN(CCC=1C=C(C=CC1)C1=C2CC(NC2=CC=C1)=O)C (4-[3-(2-dimethylamino-ethyl)-phenyl]-1,3-dihydro-indol-2-one). RXN SMILES: [NH:1]1[C:9]2[C:4](=[C:5]([C:10]3[CH:11]=[C:12]([CH2:16][CH2:17][N:18]([CH3:20])[CH3:19])[CH:13]=[CH:14][CH:15]=3)[CH:6]=[CH:7][CH:8]=2)[CH:3]=[CH:2]1.C([OH:23])C.C(O)(=O)C.[Br-].[Br-].[Br-].[NH+]1C=CC=CC=1.[NH+]1C=CC=CC=1.[NH+]1C=CC=CC=1>CC(O)(C)C.[Zn].O>[CH3:20][N:18]([CH3:19])[CH2:17][CH2:16][C:12]1[CH:11]=[C:10]([C:5]2[CH:6]=[CH:7][CH:8]=[C:9]3[C:4]=2[CH2:3][C:2](=[O:23])[NH:1]3)[CH:15]=[CH:14][CH:13]=1 |f:3.4.5.6.7.8|. Procedure: To the suspension of {2-[3-(1H-indol-4-yl)-phenyl]-ethyl}-dimethyl-amine (600 mg, 2.2 mmol) in t-BuOH:ethanol:acetic acid (14.5 mL:8.8 mL:10.5 mL) was added pyridinium tribromide (2.3 g, 6.6 mmol) portionwise. The mixture was stirred at room temperature for 3 hours, and then to the mixture was added acetic acid (9.24 mL). Water (0.32 mL) and zinc dust (2.2 g, 61.2 mmol) was added to the reaction mixture portionwise. After stirring for one hour, any unreacted zinc was filtered off and most of the... Reactants: CCc1cc(OCc2ccc3c(c2)c(Br)c(-c2ccccc2-c2nnn[nH]2)n3C(=O)OC(C)(C)C)c2c(n1)CCCC2, CCO, Cl, [Na+], [OH-]. The product is CCc1cc(OCc2ccc3[nH]c(-c4ccccc4-c4nnn[nH]4)c(Br)c3c2)c2c(n1)CCCC2. RXN SMILES: [Br:1][c:2]1[c:3](-[c:32]2[c:33](-[c:38]3[n:39][n:40][n:41][nH:42]3)[cH:34][cH:35][cH:36][cH:37]2)[n:4]([C:25]([O:26][C:27]([CH3:28])([CH3:29])[CH3:30])=[O:31])[c:5]2[cH:6][cH:7][c:8]([CH2:11][O:12][c:13]3[cH:14][c:15]([CH2:23][CH3:24])[n:16][c:17]4[c:22]3[CH2:21][CH2:20][CH2:19][CH2:18]4)[cH:9][c:10]12.[CH3:44][CH2:45][OH:46].[ClH:43].[Na+:48].[OH-:47]>>[Br:1][c:2]1[c:3](-[c:32]2[c:33](-[c:38]3[n:39][n:40][n:41][nH:42]3)[cH:34][cH:35][cH:36][cH:37]2)[nH:4][c:5]2[cH:6][cH:7][c:8]([CH2:11][O:12][c:13]3[cH:14][c:15]([CH2:23][CH3:24])[n:16][c:17]4[c:22]3[CH2:21][CH2:20][CH2:19][CH2:18]4)[cH:9][c:10]12. Reactants: FC1=CC=2C(C3=CC4=CC=CC=C4C=C3C(C2C=C1)=O)=O (2-fluoro-5,12-naphthacenequinone), C(=O)([O-])[O-].[Cs+].[Cs+] (Cs2CO3), C(CO)O (ethylene glycol), Cl (hydrochloric acid). Run in O (water). Conditions: temperature 125 celsius, time 3 hour. Product: OCCOC1=CC=2C(C3=CC4=CC=CC=C4C=C3C(C2C=C1)=O)=O (2-(2'-Hydroxyethoxy)-naphthacene-5,12-dione). Yield: 97.1%. As a reaction SMILES: F[C:2]1[CH:19]=[CH:18][C:17]2[C:16](=[O:20])[C:15]3[C:6](=[CH:7][C:8]4[C:13]([CH:14]=3)=[CH:12][CH:11]=[CH:10][CH:9]=4)[C:5](=[O:21])[C:4]=2[CH:3]=1.C([O-])([O-])=O.[Cs+].[Cs+].[CH2:28]([OH:31])[CH2:29][OH:30].Cl>O>[OH:30][CH2:29][CH2:28][O:31][C:2]1[CH:19]=[CH:18][C:17]2[C:16](=[O:20])[C:15]3[C:6](=[CH:7][C:8]4[C:13]([CH:14]=3)=[CH:12][CH:11]=[CH:10][CH:9]=4)[C:5](=[O:21])[C:4]=2[CH:3]=1 |f:1.2.3|. Procedure details: 27.6 g (0.1 mol) of 2-fluoro-5,12-naphthacenequinone, 32.5 g (0.1 mol) of Cs2CO3 and 300 ml of ethylene glycol are introduced into a sulfonating flask under nitrogen. After heating to 125° C., the mixture is stirred for 3 h. The reaction mixture is then poured into 3000 ml of water containing hydrochloric acid and the product which has precipitated is filtered off and washed several times with water. After drying in vacuo at 80° C., 30.3 g (97.1%) of pure product are obtained, melting point 208.... Reactants: CC(=O)O, CCN=C=NCCCN(C)C, CN(C)c1ccncc1, ClCCl, Cl, O=C(O)C=Cc1ccccc1-c1cccc(-c2ccccc2OCc2ccccc2)c1, [NH-]S(=O)(=O)c1cccs1. Product: O=C(C=Cc1ccccc1-c1cccc(-c2ccccc2OCc2ccccc2)c1)NS(=O)(=O)c1cccs1. Reaction SMILES: [C:65]([OH:66])(=[O:67])[CH3:68].[CH3:41][CH2:42][N:43]=[C:44]=[N:45][CH2:46][CH2:47][CH2:48][N:49]([CH3:50])[CH3:51].[CH3:53][N:54]([c:55]1[cH:56][cH:57][n:58][cH:59][cH:60]1)[CH3:61].[Cl:62][CH2:63][Cl:64].[ClH:52].[c:1]1([CH2:7][O:8][c:9]2[c:10](-[c:15]3[cH:16][c:17](-[c:21]4[c:22]([CH:27]=[CH:28][C:29](=[O:30])[OH:31])[cH:23][cH:24][cH:25][cH:26]4)[cH:18][cH:19][cH:20]3)[cH:11][cH:12][cH:13][cH:14]2)[cH:2][cH:3][cH:4][cH:5][cH:6]1.[s:32]1[c:33]([S:37](=[O:38])(=[O:39])[NH-:40])[cH:34][cH:35][cH:36]1>>[c:1]1([CH2:7][O:8][c:9]2[c:10](-[c:15]3[cH:16][c:17](-[c:21]4[c:22]([CH:27]=[CH:28][C:29](=[O:30])[NH:40][S:37]([c:33]5[s:32][cH:36][cH:35][cH:34]5)(=[O:38])=[O:39])[cH:23][cH:24][cH:25][cH:26]4)[cH:18][cH:19][cH:20]3)[cH:11][cH:12][cH:13][cH:14]2)[cH:2][cH:3][cH:4][cH:5][cH:6]1. Starting materials: O=C(O)c1ccc(Br)c2cccnc12, O=C([O-])[O-], COc1cc(OC)cc(B(O)O)c1, CCO, Cc1ccccc1, CCOC(C)=O, [Na+], [Na+], [Na+], [OH-], O. The product is COc1cc(OC)cc(-c2ccc(C(=O)O)c3ncccc23)c1. Reaction SMILES: [Br:14][c:15]1[c:16]2[cH:17][cH:18][cH:19][n:20][c:21]2[c:22]([C:25](=[O:26])[OH:27])[cH:23][cH:24]1.[C:28](=[O:29])([O-:30])[O-:31].[CH3:1][O:2][c:3]1[cH:4][c:5]([B:11]([OH:12])[OH:13])[cH:6][c:7]([O:9][CH3:10])[cH:8]1.[CH3:36][CH2:37][OH:38].[CH3:39][c:40]1[cH:41][cH:42][cH:43][cH:44][cH:45]1.[CH3:46][CH2:47][O:48][C:49]([CH3:50])=[O:51].[Na+:32].[Na+:33].[Na+:35].[OH-:34].[OH2:52]>>[CH3:1][O:2][c:3]1[cH:4][c:5](-[c:15]2[c:16]3[cH:17][cH:18][cH:19][n:20][c:21]3[c:22]([C:25](=[O:26])[OH:27])[cH:23][cH:24]2)[cH:6][c:7]([O:9][CH3:10])[cH:8]1. Reactants: C(C)OC(C(CC1=C(C=CC(=C1)OCCOCC1=CC=CC=C1)[N+](=O)[O-])=O)=O (3-[5-(2-benzyloxy-ethoxy)-2-nitro-phenyl]-2-oxo-propionic acid ethyl ester), [OH-].[Li+] (lithium hydroxide). Solvent: CO (methanol). Reaction conditions: temperature 55 celsius, time 30 minute. Yields the product C(C1=CC=CC=C1)OCCOC=1C=CC(=C(C1)CC(=O)O)[N+](=O)[O-] ([5-(2-benzyloxy-ethoxy)-2-nitro-phenyl]-acetic acid). Isolated yield 69.4%. As a reaction SMILES: C(OC(=O)[C:5](=[O:27])[CH2:6][C:7]1[CH:12]=[C:11]([O:13][CH2:14][CH2:15][O:16][CH2:17][C:18]2[CH:23]=[CH:22][CH:21]=[CH:20][CH:19]=2)[CH:10]=[CH:9][C:8]=1[N+:24]([O-:26])=[O:25])C.[OH-:29].[Li+]>CO>[CH2:17]([O:16][CH2:15][CH2:14][O:13][C:11]1[CH:10]=[CH:9][C:8]([N+:24]([O-:26])=[O:25])=[C:7]([CH2:6][C:5]([OH:27])=[O:29])[CH:12]=1)[C:18]1[CH:19]=[CH:20][CH:21]=[CH:22][CH:23]=1 |f:1.2|. Procedure details: To a solution of 3-[5-(2-benzyloxy-ethoxy)-2-nitro-phenyl]-2-oxo-propionic acid ethyl ester(37.77 g, 97.50 mmol) in methanol (370 ml) was added 1 N lithium hydroxide solution (230 ml, 0.23 mol). The deep red reaction mixture was stirred at 55° C. for 30 min and worked up to give [5-(2-benzyloxy-ethoxy)-2-nitro-phenyl]-acetic acid (22.42 g, 69%) as an off-white solid. Analysis calculated for C17H17NO6 : C, 61.63; H, 5.17; N, 4.23. Found: C, 61.66; H, 5.08; N, 4.18.